This data is from the Open Reaction Database (ORD), a public repository of structured organic reaction records. The task is: describe an organic reaction: reactants, conditions, products, and yield Reactants: COC=1C(C(=C(C(C1OC)=O)CC1=CC=C(C=C1)CC(=O)O)C)=O (4-(5,6-dimethoxy-3-methyl-1,4-benzoquinon-2-ylmethyl)phenylacetic Acid), N1CCCCC1 (piperidine). Product: COC=1C(C(=C(C(C1OC)=O)CC1=CC=C(C=C1)CC(=O)N1CCCCC1)C)=O (N-[4-(5,6-dimethoxy-3-methyl-1,4-benzoquinon-2-ylmethyl)phenylacetyl]piperidine). The yield is 31.7%. Reaction SMILES: [CH3:1][O:2][C:3]1[C:4](=[O:24])[C:5]([CH3:23])=[C:6]([CH2:12][C:13]2[CH:18]=[CH:17][C:16]([CH2:19][C:20]([OH:22])=O)=[CH:15][CH:14]=2)[C:7](=[O:11])[C:8]=1[O:9][CH3:10].[NH:25]1[CH2:30][CH2:29][CH2:28][CH2:27][CH2:26]1>>[CH3:1][O:2][C:3]1[C:4](=[O:24])[C:5]([CH3:23])=[C:6]([CH2:12][C:13]2[CH:18]=[CH:17][C:16]([CH2:19][C:20]([N:25]3[CH2:30][CH2:29][CH2:28][CH2:27][CH2:26]3)=[O:22])=[CH:15][CH:14]=2)[C:7](=[O:11])[C:8]=1[O:9][CH3:10]. Reported procedure: 4-(5,6-dimethoxy-3-methyl-1,4-benzoquinon-2-ylmethyl)phenylacetic acid (21 mg, 0.063 mmol) obtained in Example 52 and piperidine (0.0094 ml, 0.095 mmol) were used, and a method similar to that described in Example 46 was employed to obtain the title compound (7.8 mg, 0.020 mmol, yield 32%).